Dataset: the Open Reaction Database (ORD), a public repository of structured organic reaction records. Task: describe an organic reaction: reactants, conditions, products, and yield Reactants: Nc1ccc(Br)cc1F, CC(C)CCON=O, Cl, [Fe], O, [Zn], c1ccccc1. RXN SMILES: [Br:9][c:10]1[cH:11][c:12]([F:17])[c:13]([NH2:14])[cH:15][cH:16]1.[CH3:1][CH:2]([CH2:3][CH2:4][O:5][N:6]=[O:7])[CH3:8].[ClH:24].[Fe:27].[OH2:25].[Zn:26].[cH:18]1[cH:19][cH:20][cH:21][cH:22][cH:23]1>>[Br:9][c:10]1[cH:11][c:12]([F:17])[c:13](-[c:18]2[cH:19][cH:20][cH:21][cH:22][cH:23]2)[cH:15][cH:16]1. The product is Fc1cc(Br)ccc1-c1ccccc1. Starting materials: C(C=CC1=CC=CC=C1)#N (cinnamonitrile), CC1=CC(=NN1)N (5-methyl-1H-pyrazole-3-amine), N1CCCCC1 (piperidine). Yields the product CC1=CC(=NN1)NC1=NC(=NC(=C1)N1CCCCC1)C=CC1=CC=CC=C1 (N-(5-methyl-1H-pyrazol-3-yl)-6-(piperidin-1-yl)-2-styrylpyrimidin-4-amine). As a reaction SMILES: [C:1](#[N:10])[CH:2]=[CH:3][C:4]1[CH:9]=[CH:8][CH:7]=[CH:6][CH:5]=1.[CH3:11][C:12]1[NH:16][N:15]=[C:14]([NH2:17])[CH:13]=1.[NH:18]1[CH2:23][CH2:22][CH2:21][CH2:20][CH2:19]1>>[CH3:11][C:12]1[NH:16][N:15]=[C:14]([NH:17][C:3]2[CH:2]=[C:1]([N:18]3[CH2:23][CH2:22][CH2:21][CH2:20][CH2:19]3)[N:10]=[C:1]([CH:2]=[CH:3][C:4]3[CH:9]=[CH:8][CH:7]=[CH:6][CH:5]=3)[N:10]=2)[CH:13]=1. Procedure: Example 67 was synthesized via Scheme 6 according to the general scheme provided above with the appropriate starting materials cinnamonitrile, 5-methyl-1H-pyrazole-3-amine, and piperidine. Structure of the target was confirmed by 1H-NMR. The 1H-NMR is attached. Reactants: C1(CCCC2=CC=CC=C12)N (1,2,3,4-tetrahydronaphthalen-1-amine), O=C1N(CCC1(C1=CC=CC=C1)C1=CC=CC=C1)CC(=O)O (2-(2-oxo-3,3-diphenylpyrrolidin-1-yl)acetic acid), Cl.C(C)N=C=NCCCN(C)C (N1-((ethylimino)methylene)-N3,N3-dimethylpropane-1,3-diamine hydrochloride). Solvent: ClCCl (dichloromethane). Run at time 8 hour. The product is O=C1N(CCC1(C1=CC=CC=C1)C1=CC=CC=C1)CC(=O)NC1CCCC2=CC=CC=C12 (2-(2-oxo-3,3-diphenylpyrrolidin-1-yl)-N-1,2,3,4-tetrahydronaphthalen-1-ylacetamide). As a reaction SMILES: [CH:1]1([NH2:11])[C:10]2[C:5](=[CH:6][CH:7]=[CH:8][CH:9]=2)[CH2:4][CH2:3][CH2:2]1.[O:12]=[C:13]1[C:17]([C:24]2[CH:29]=[CH:28][CH:27]=[CH:26][CH:25]=2)([C:18]2[CH:23]=[CH:22][CH:21]=[CH:20][CH:19]=2)[CH2:16][CH2:15][N:14]1[CH2:30][C:31](O)=[O:32].Cl.C(N=C=NCCCN(C)C)C>ClCCl>[O:12]=[C:13]1[C:17]([C:24]2[CH:25]=[CH:26][CH:27]=[CH:28][CH:29]=2)([C:18]2[CH:23]=[CH:22][CH:21]=[CH:20][CH:19]=2)[CH2:16][CH2:15][N:14]1[CH2:30][C:31]([NH:11][CH:1]1[C:10]2[C:5](=[CH:6][CH:7]=[CH:8][CH:9]=2)[CH2:4][CH2:3][CH2:2]1)=[O:32] |f:2.3|. Procedure details: A solution of 1,2,3,4-tetrahydronaphthalen-1-amine (0.030 g, 0.204 mmol), 2-(2-oxo-3,3-diphenylpyrrolidin-1-yl)acetic acid (Example 1C, 0.060 g, 0.204 mmol) and N1-((ethylimino)methylene)-N3,N3-dimethylpropane-1,3-diamine hydrochloride (0.059 g, 0.306 mmol) in dichloromethane (0.5 mL) was stirred at room temperature. After stirring overnight, the reaction was loaded onto a SF15-12 silica gel column (Analogix®, Burlington, Wis.), and the title compound was eluted using a gradient of 5% to 100% et... Reactants: Cl.NC(C(C(Cl)Cl)=O)(CC)C (3-amino-1,1-dichloro-3-methyl-2-pentanone hydrochloride), C (charcoal), C(C)O (ethanol). The reagents and catalysts are [Pd] (palladium). Solvent: C(C)(=O)OCC (ethyl acetate). Reaction conditions: time 3 hour. Product: Cl.NC(C(CCl)=O)(CC)C (3-amino-1-chloro-3-methyl-2-pentanone hydrochloride). Yield: 196.6%. RXN SMILES: Cl.[NH2:2][C:3]([CH3:11])([CH2:9][CH3:10])[C:4](=[O:8])[CH:5](Cl)[Cl:6].C.C(O)C>C(OCC)(=O)C.[Pd]>[ClH:6].[NH2:2][C:3]([CH3:11])([CH2:9][CH3:10])[C:4](=[O:8])[CH2:5][Cl:6] |f:0.1,6.7|. Procedure details: In a 2 L Parr™ bottle was placed 41 g of 3-amino-1,1-dichloro-3-methyl-2-pentanone hydrochloride, 0.8 g of 10% palladium over charcoal, and 400 mL of ethanol. The resulting mixture was shaken in a Parr™ apparatus at 50 psi for 3 hours. The crude reaction mixture was filtered through Celite™ and evaporated in vacuo yielding a viscous oil, which was taken in 300 to 400 mL of ethyl acetate and stirred at room temperature for several hours. The expected 3-amino-1-chloro-3-methyl-2-pentanone hydrochl... Reactants: OC1(CCCC2=C(C=CC=C12)OC)CN1CCCCC1 (1-Hydroxy-5-methoxy-1-piperidinylmethyl-1,2,3,4-tetrahydronaphthalene), ice water. Run in S(O)(O)(=O)=O (sulfuric acid). Yields the product COC1=C2C=CCC(C2=CC=C1)CN1CCCCC1 (5-Methoxy-1-piperidinylmethyl-1,2-dihydronaphthalene). RXN SMILES: O[C:2]1([CH2:14][N:15]2[CH2:20][CH2:19][CH2:18][CH2:17][CH2:16]2)[C:11]2[C:6](=[C:7]([O:12][CH3:13])[CH:8]=[CH:9][CH:10]=2)[CH2:5][CH2:4][CH2:3]1>S(=O)(=O)(O)O>[CH3:13][O:12][C:7]1[CH:8]=[CH:9][CH:10]=[C:11]2[C:6]=1[CH:5]=[CH:4][CH2:3][CH:2]2[CH2:14][N:15]1[CH2:20][CH2:19][CH2:18][CH2:17][CH2:16]1. Procedure details: The hydroxy compound of Step 2 (75 g) is dissolved in 20% (w/w) sulfuric acid (375 ml) and refluxed under nitrogen for 18 hours. The cooled mixture is poured into ice-water, extracted with ether and the aqueous layer made strongly alkaline. The precipitated oil is extracted into ether which is washed, dried, filtered and evaporated in vacuo yielding the desired product as an oil. The reactants are COC=1C=C(C(=O)O)C=C(C1OC)OC (3,4,5-Trimethoxybenzoic acid), NC=1SC=C(N1)C(=O)OCC (ethyl 2-aminothiazole-4-carboxylate), 1-ethyl-3-(3-dimethyl-aminopropyl)carbodiimide hydrochloride. The reagents and catalysts are CN(C1=CC=NC=C1)C (4-(dimethylamino)-pyridine). Solvent: ClCCl (dichloromethane). Run at time 8 hour. Yields the product COC=1C=C(C(=O)NC=2SC=C(N2)C(=O)OCC)C=C(C1OC)OC (Ethyl 2-(3,4,5-Trimethoxybenzamido)thiazole-4-carboxylate). Reaction SMILES: [CH3:1][O:2][C:3]1[CH:4]=[C:5]([CH:9]=[C:10]([O:14][CH3:15])[C:11]=1[O:12][CH3:13])[C:6]([OH:8])=O.[NH2:16][C:17]1[S:18][CH:19]=[C:20]([C:22]([O:24][CH2:25][CH3:26])=[O:23])[N:21]=1>CN(C)C1C=CN=CC=1.ClCCl>[CH3:15][O:14][C:10]1[CH:9]=[C:5]([CH:4]=[C:3]([O:2][CH3:1])[C:11]=1[O:12][CH3:13])[C:6]([NH:16][C:17]1[S:18][CH:19]=[C:20]([C:22]([O:24][CH2:25][CH3:26])=[O:23])[N:21]=1)=[O:8]. Reported procedure: 3,4,5-Trimethoxybenzoic acid (3.69 g), ethyl 2-aminothiazole-4-carboxylate (3.0 g) and 4-(dimethylamino)-pyridine (702 mg) were dissolved in dichloromethane (80 mL), and to the solution was added 1-ethyl-3-(3-dimethyl-aminopropyl)carbodiimide hydrochloride (water-soluble carbodiimide hydrochloride) (3.34 g). The mixture was stirred overnight at room temperature and then concentrated under reduced pressure, and the residue was dissolved in ethyl acetate. The solution was successively washed with ...